From a dataset of the Open Reaction Database (ORD), a public repository of structured organic reaction records. describe an organic reaction: reactants, conditions, products, and yield The reactants are COC(C1=C(C(=C(C=C1)NC1CCCCC1)[N+](=O)[O-])C)=O (4-Cyclohexylamino-2-methyl-3-nitrobenzoic acid methyl ester). Reagents/catalysts: [OH-].[OH-].[Pd+2] (Pd(OH)2). Run in C1CCOC1.CO (THF MeOH). Product: COC(C1=C(C(=C(C=C1)NC1CCCCC1)N)C)=O (3-Amino-4-cyclohexylamino-2-methylbenzoic acid methyl ester). Yield: 78.7%. Reaction SMILES: [CH3:1][O:2][C:3](=[O:21])[C:4]1[CH:9]=[CH:8][C:7]([NH:10][CH:11]2[CH2:16][CH2:15][CH2:14][CH2:13][CH2:12]2)=[C:6]([N+:17]([O-])=O)[C:5]=1[CH3:20]>C1COCC1.CO.[OH-].[OH-].[Pd+2]>[CH3:1][O:2][C:3](=[O:21])[C:4]1[CH:9]=[CH:8][C:7]([NH:10][CH:11]2[CH2:16][CH2:15][CH2:14][CH2:13][CH2:12]2)=[C:6]([NH2:17])[C:5]=1[CH3:20] |f:1.2,3.4.5|. Procedure details: 4-Cyclohexylamino-2-methyl-3-nitrobenzoic acid methyl ester (150 mg) was dissolved in THF/MeOH (30 mL, 1:2 ratio) and stirred in the presence of H2 (1 atm) and a catalytic amount of Pd(OH)2 (20 mg) at room temperature for 14 h. The reaction mixture was then filtered, evaporated to dryness and purified by flash column chromatography, using 25% EtOAc in hexane with 0.2% NH4OH as the eluent, to give the pure aniline (106 mg). Starting materials: O1CCOC12CCC(CC2)=O (1,4-Dioxaspiro[4.5]decan-8-one), [Cl-].[Cl-].[Cl-].[Cs+].[Cs+].[Cs+] (cesium trichloride), C1(CCCCC1)[Mg]Cl (cyclohexylmagnesium chloride). Solvent: O1CCCC1 (tetrahydrofuran). Reaction conditions: time 6 hour. The product is C1(CCCCC1)C1(CCC2(OCCO2)CC1)O (8-cyclohexyl-1,4-dioxaspiro[4.5]decan-8-ol). Reaction SMILES: [Cl-].[Cl-].[Cl-].[Cs+].[Cs+].[Cs+].[O:7]1[C:11]2([CH2:16][CH2:15][C:14](=[O:17])[CH2:13][CH2:12]2)[O:10][CH2:9][CH2:8]1.[CH:18]1([Mg]Cl)[CH2:23][CH2:22][CH2:21][CH2:20][CH2:19]1>O1CCCC1>[CH:18]1([C:14]2([OH:17])[CH2:13][CH2:12][C:11]3([O:10][CH2:9][CH2:8][O:7]3)[CH2:16][CH2:15]2)[CH2:23][CH2:22][CH2:21][CH2:20][CH2:19]1 |f:0.1.2.3.4.5|. Procedure details: A mixture of cesium trichloride (5.0 g) in tetrahydrofuran (45 ml) was stirred at room temperature for 6 hours. 1,4-Dioxaspiro[4.5]decan-8-one (1.4 g) was added to the solution and stirred at room temperature for 1 hour. To the solution was added dropwise with stirring cyclohexylmagnesium chloride (2.0M solution in diethyl ether) (6.7 ml) at 0° C. The reaction mixture was quenched with 10% acetic acid aqueous solution. Diethyl ether was added to the solution. The organic layer was taken, washed ... Reactants: BrC1=CC2=C(NC(N2)=O)C=C1 (5-bromo-1,3-dihydro-benzoimidazol-2-one), [N+](=O)([O-])C=1C=C(C=CC1)B(O)O (3-nitro-phenyl boronic acid). The product is [N+](=O)([O-])C=1C=C(C=CC1)C1=CC2=C(NC(N2)=O)C=C1 (5-(3-Nitro-phenyl)-1,3-dihydro-benzoimidazol-2-one). RXN SMILES: Br[C:2]1[CH:11]=[CH:10][C:5]2[NH:6][C:7](=[O:9])[NH:8][C:4]=2[CH:3]=1.[N+:12]([C:15]1[CH:16]=[C:17](B(O)O)[CH:18]=[CH:19][CH:20]=1)([O-:14])=[O:13]>>[N+:12]([C:15]1[CH:20]=[C:19]([C:2]2[CH:11]=[CH:10][C:5]3[NH:6][C:7](=[O:9])[NH:8][C:4]=3[CH:3]=2)[CH:18]=[CH:17][CH:16]=1)([O-:14])=[O:13]. Reported procedure: Prepared from 5-bromo-1,3-dihydro-benzoimidazol-2-one and 3-nitro-phenyl boronic acid in the same fashion as that of Example 5. White solid: mp 324-325° C.; 1H-NMR(DMSO-d6) δ10.8 (s, 2H), 8.4 (m, 1H), 8.15 (d, 1H, J=7.5 Hz), 8.1 (d, 1H, J=7.5 Hz), 7.7 (t, 1H, J=7.5 Hz), 7.35 (d, 1H, J=7.5 Hz), 7.3 (s, 1H), 7.05 (d, 1H, J=7.5 Hz); MS (ES) m/z 254 ([M−H]−, 100%); Anal. Calc. For C13H9N3O3: C, 61.18; H, 3.55; N, 16.46. Found: C, 60.5; H, 3.69; N, 15.53. Reactants: NC1=C(C=C(C(=O)OCC)C=C1)SC1=C(C=C(C=C1)F)F (ethyl 4-amino-3-(2,4-difluorophenylthio)benzoate), CS(=O)(=O)Cl (methanesulfonyl chloride). Solvent: N1=CC=CC=C1 (pyridine). Conditions: temperature 60 celsius, time 2 hour. Product: FC1=C(C=CC(=C1)F)SC=1C=C(C(=O)O)C=CC1NS(=O)(=O)C (3-(2,4-difluorophenylthio)-4-(methanesulfonamido)benzoic acid). The yield is 51.6%. RXN SMILES: [NH2:1][C:2]1[CH:12]=[CH:11][C:5]([C:6]([O:8]CC)=[O:7])=[CH:4][C:3]=1[S:13][C:14]1[CH:19]=[CH:18][C:17]([F:20])=[CH:16][C:15]=1[F:21].[CH3:22][S:23](Cl)(=[O:25])=[O:24]>N1C=CC=CC=1>[F:21][C:15]1[CH:16]=[C:17]([F:20])[CH:18]=[CH:19][C:14]=1[S:13][C:3]1[CH:4]=[C:5]([CH:11]=[CH:12][C:2]=1[NH:1][S:23]([CH3:22])(=[O:25])=[O:24])[C:6]([OH:8])=[O:7]. Procedure: A mixture of ethyl 4-amino-3-(2,4-difluorophenylthio)benzoate (1.1 g) and methanesulfonyl chloride (0.93 g) in pyridine (5 ml) was stirred at 60° C. for 2 hours. The reaction mixture was evaporated. The residue was dissolved in methanol and treated with potassium hydroxide (2 g). The mixture was concentrated and the residue was dissolved in water and washed with chloroform. The aqueous layer was acidified with hydrochloric acid and extracted with ethyl acetate. The extract was washed with water,... Reactants: mixture, C([O-])([O-])=O.[K+].[K+] (potassium carbonate), CC(=CCCC(C)=O)C#C (6-methyl-5-octen-7-yn-2-one), ClCC(=C)CCC=C(C)C (2-chloromethyl-6-methyl-1,5-heptadiene), ClCC(=CCC=C(C)C)C (1-chloro-2,6-dimethyl-2,5-heptadiene), cuprous chloride. Reagents/catalysts: [Cl-].C(C1=CC=CC=C1)[N+](CC)(CC)CC (benzyltriethylammonium chloride). Run in C(C)#N (acetonitrile). The product is CC(=CCCC(C)=O)C#CCC(=CCC=C(C)C)C (6,10,14-trimethyl-5,10,13-pentadecatrien-7-yn-2-one). The yield is 93.0%. As a reaction SMILES: Cl[CH2:2][C:3]([CH2:5][CH2:6][CH:7]=[C:8]([CH3:10])[CH3:9])=[CH2:4].ClCC(C)=CCC=C(C)C.[CH3:21][C:22]([C:29]#[CH:30])=[CH:23][CH2:24][CH2:25][C:26](=[O:28])[CH3:27].C(=O)([O-])[O-].[K+].[K+]>[Cl-].C([N+](CC)(CC)CC)C1C=CC=CC=1.C(#N)C>[CH3:21][C:22]([C:29]#[C:30][CH2:2][C:3]([CH3:4])=[CH:5][CH2:6][CH:7]=[C:8]([CH3:10])[CH3:9])=[CH:23][CH2:24][CH2:25][C:26](=[O:28])[CH3:27] |f:3.4.5,6.7|. Procedure: The coupling reaction was conducted in the manner described in the procedure of Example XVIII using the following reagents: 162 mg (1.02 mmoles) of a mixture of 2-chloromethyl-6-methyl-1,5-heptadiene and 1-chloro-2,6-dimethyl-2,5-heptadiene (produced in accordance with Example XXI), 138 mg (1.01 mmoles) of 6-methyl-5-octen-7-yn-2-one (produced in accordance with Example II), 232 mg (1.68 mmoles) of anhydrous potassium carbonate, 9 mg (0.09 mmole) of cuprous chloride, and 20 mg (0.088 mmole) of b... Yields the product [N+](=O)([O-])C=1C=CC(=C(C(=O)O)C1)NCCC1=CC=CC=C1 (5-Nitro-2-(2-phenylethylamino)benzoic acid). Procedure: A solution of 5.6 g of 2-fluoro-5-nitrobenzoic acid and 14.5 g of 2-phenylethylamine in 20 ml of dimethylacetamide is reacted and worked up in analogy to Example 1. Yellow crystals from isopropanol, melting point 116°-118° C. The reactants are FC1=C(C(=O)O)C=C(C=C1)[N+](=O)[O-] (2-fluoro-5-nitrobenzoic acid), C1(=CC=CC=C1)CCN (2-phenylethylamine), C(C)(C)O (isopropanol). Run in CC(=O)N(C)C (dimethylacetamide). As a reaction SMILES: F[C:2]1[CH:10]=[CH:9][C:8]([N+:11]([O-:13])=[O:12])=[CH:7][C:3]=1[C:4]([OH:6])=[O:5].[C:14]1([CH2:20][CH2:21][NH2:22])[CH:19]=[CH:18][CH:17]=[CH:16][CH:15]=1.C(O)(C)C>CC(N(C)C)=O>[N+:11]([C:8]1[CH:9]=[CH:10][C:2]([NH:22][CH2:21][CH2:20][C:14]2[CH:19]=[CH:18][CH:17]=[CH:16][CH:15]=2)=[C:3]([CH:7]=1)[C:4]([OH:6])=[O:5])([O-:13])=[O:12]. Starting materials: C(C1=CC=CC=C1)N1S(N=C(N=C1Cl)OC)(=O)=O (2-benzyl-3-chloro-5-methoxy-2H-1,2,4,6-thiatriazine-1,1-dioxide), C1=CC(=CC=C1[N+](=O)[O-])O (p-nitrophenol), N1=CC=CC=C1 (pyridine). Run in C(Cl)Cl (methylene chloride), C(Cl)Cl (methylene chloride). Product: NC=1N(S(N=C(N1)OC)(=O)=O)CC1=CC=CC=C1 (3-Amino-2-Benzyl-5-Methoxy-2H-1,2,4,6-thiatriazine-1,1-dioxide). RXN SMILES: [CH2:1]([N:8]1[C:13](Cl)=[N:12][C:11]([O:15][CH3:16])=[N:10][S:9]1(=[O:18])=[O:17])[C:2]1[CH:7]=[CH:6][CH:5]=[CH:4][CH:3]=1.C1C([N+:25]([O-])=O)=CC=C(O)C=1.N1C=CC=CC=1>C(Cl)Cl>[NH2:25][C:13]1[N:8]([CH2:1][C:2]2[CH:7]=[CH:6][CH:5]=[CH:4][CH:3]=2)[S:9](=[O:18])(=[O:17])[N:10]=[C:11]([O:15][CH3:16])[N:12]=1. Reported procedure: A solution of 2-benzyl-3-chloro-5-methoxy-2H-1,2,4,6-thiatriazine-1,1-dioxide (3.8 g) in methylene chloride (10 ml) is added dropwise to a stirred mixture of p-nitrophenol (1.7 g) and pyridine (2.4 g) in methylene chloride (20 ml). The reaction mixture is heated to reflux for 3 hours, cooled, washed with 3N aqueous HCl and saturated aqueous Na2CO3. The methylene chloride layer is dried over MgSO4, filtered and evaporated in vacuo yielding the desired product as an oil.